From a dataset of the Open Reaction Database (ORD), a public repository of structured organic reaction records. describe an organic reaction: reactants, conditions, products, and yield Reactants: C([O-])([O-])=O.[Na+].[Na+] (sodium carbonate), ClC1=NN=CC2=CC(=CC=C12)OC1=CC=C(C=C1)F (1-chloro-6-(4-fluorophenoxy)phthalazine), ClC1=C(C=CC=C1)B(O)O (2-chlorophenylboronic acid), COCCOC (ethylene glycol dimethyl ether). Reagents/catalysts: C=1C=CC(=CC1)[P](C=2C=CC=CC2)(C=3C=CC=CC3)[Pd]([P](C=4C=CC=CC4)(C=5C=CC=CC5)C=6C=CC=CC6)([P](C=7C=CC=CC7)(C=8C=CC=CC8)C=9C=CC=CC9)[P](C=1C=CC=CC1)(C=1C=CC=CC1)C=1C=CC=CC1 (tetrakis(triphenylphosphine)palladium). Run in C(Cl)Cl (DCM), C(C)O (ethanol). Reaction conditions: temperature 90 celsius, time 3 hour. Yields the product ClC1=C(C=CC=C1)C1=NN=CC2=CC(=CC=C12)OC1=CC=C(C=C1)F (1-(2-Chlorophenyl)-6-(4-fluorophenoxy)phthalazine). As a reaction SMILES: Cl[C:2]1[C:11]2[C:6](=[CH:7][C:8]([O:12][C:13]3[CH:18]=[CH:17][C:16]([F:19])=[CH:15][CH:14]=3)=[CH:9][CH:10]=2)[CH:5]=[N:4][N:3]=1.[Cl:20][C:21]1[CH:26]=[CH:25][CH:24]=[CH:23][C:22]=1B(O)O.COCCOC.C(=O)([O-])[O-].[Na+].[Na+]>C(Cl)Cl.C1C=CC([P]([Pd]([P](C2C=CC=CC=2)(C2C=CC=CC=2)C2C=CC=CC=2)([P](C2C=CC=CC=2)(C2C=CC=CC=2)C2C=CC=CC=2)[P](C2C=CC=CC=2)(C2C=CC=CC=2)C2C=CC=CC=2)(C2C=CC=CC=2)C2C=CC=CC=2)=CC=1.C(O)C>[Cl:20][C:21]1[CH:26]=[CH:25][CH:24]=[CH:23][C:22]=1[C:2]1[C:11]2[C:6](=[CH:7][C:8]([O:12][C:13]3[CH:18]=[CH:17][C:16]([F:19])=[CH:15][CH:14]=3)=[CH:9][CH:10]=2)[CH:5]=[N:4][N:3]=1 |f:3.4.5,^1:48,50,69,88|. Reported procedure: A 10 mL round-bottomed flask under argon was charged with 1-chloro-6-(4-fluorophenoxy)phthalazine (42.90 mg, 0.15 mmol), tetrakis(triphenylphosphine)palladium (9 mg, 0.008 mmol), 2-chlorophenylboronic acid (37 mg, 0.23 mmol), ethylene glycol dimethyl ether (1.6 mL), and ethanol (0.4 mL), followed by 2M aqueous sodium carbonate solution (0.23 mL, 0.45 mmol). The reaction was stirred at 90° C. for 3 h. The cooled reaction mixture was diluted with DCM and washed with saturated aqueous NaHCO3 and br...